Dataset: the Open Reaction Database (ORD), a public repository of structured organic reaction records. Task: describe an organic reaction: reactants, conditions, products, and yield Reactants: C1COCCO1, CSC1=NCCS1, COC(C)O, Cl, Cc1ccnc(-c2sc(N)nc2C)c1, [Na+], O=C([O-])O. Product: Cc1ccnc(-c2sc(NC3=NCCS3)nc2C)c1. As a reaction SMILES: [CH2:33]1[O:34][CH2:35][CH2:36][O:37][CH2:38]1.[CH3:15][S:16][C:17]1=[N:21][CH2:20][CH2:19][S:18]1.[CH3:28][O:29][CH:30]([OH:31])[CH3:32].[ClH:22].[NH2:1][c:2]1[s:3][c:4](-[c:8]2[n:9][cH:10][cH:11][c:12]([CH3:14])[cH:13]2)[c:5]([CH3:7])[n:6]1.[Na+:23].[OH:24][C:25](=[O:26])[O-:27]>>[NH:1]([c:2]1[s:3][c:4](-[c:8]2[n:9][cH:10][cH:11][c:12]([CH3:14])[cH:13]2)[c:5]([CH3:7])[n:6]1)[C:17]1=[N:21][CH2:20][CH2:19][S:18]1. Starting materials: COCO[C@@H]1CC2=CC[C@H]3[C@@H]4CCC([C@@]4(C)CC[C@@H]3[C@]2(CC1)C)=O (3β-methoxymethoxy-5-androsten-17-one), COCO[C@@H]1C[C@@H]2CC[C@H]3[C@@H]4CCC([C@@]4(C)CC[C@@H]3[C@]2(CC1)C)=O (3β-methoxymethoxy-5α-androstan-17-one). Solvent: CO (methanol). Yields the product COCO[C@@H]1C[C@@H]2CC[C@H]3[C@@H]4CC[C@@H]([C@@]4(C)CC[C@@H]3[C@]2(CC1)C)O (3β-methoxymethoxy-5α-androstan-17β-ol). As a reaction SMILES: [CH3:1][O:2][CH2:3][O:4][C@H:5]1[CH2:22][CH2:21][C@@:20]2([CH3:23])[C:7](=[CH:8][CH2:9][C@@H:10]3[C@@H:19]2[CH2:18][CH2:17][C@@:15]2([CH3:16])[C@H:11]3[CH2:12][CH2:13][C:14]2=[O:24])[CH2:6]1.COCO[C@H]1CC[C@@]2(C)[C@@H](CC[C@@H]3[C@@H]2CC[C@@]2(C)[C@H]3CCC2=O)C1>CO>[CH3:1][O:2][CH2:3][O:4][C@H:5]1[CH2:22][CH2:21][C@@:20]2([CH3:23])[C@@H:7]([CH2:8][CH2:9][C@@H:10]3[C@@H:19]2[CH2:18][CH2:17][C@@:15]2([CH3:16])[C@H:11]3[CH2:12][CH2:13][C@@H:14]2[OH:24])[CH2:6]1. Procedure: 1.1 g. of 3β-methoxymethoxy-5-androsten-17-one is hydrogenated as disclosed in Example 25. The thus-obtained crude product is not quite uniform and contains, in addition to 3β-methoxymethoxy-5α-androstan-17-one, of which 0.65 g. can be obtained by crystallization from methanol, also proportions of 3β-methoxymethoxy-5α-androstan-17β-ol. By continuing the hydrogenation or by reduction with sodium borohydride, this product becomes the primary yield. Reactants: C1CCOC1, Cc1ccc2sc(S(=O)(=O)Cl)c(C)c2c1, [H-], COC(=O)c1ccc(N)c(S(C)(=O)=O)c1, [Na+]. The product is COC(=O)c1ccc(NS(=O)(=O)c2sc3ccc(C)cc3c2C)c(S(C)(=O)=O)c1. As a reaction SMILES: [CH2:33]1[O:34][CH2:35][CH2:36][CH2:37]1.[Cl:18][S:19](=[O:20])(=[O:21])[c:22]1[c:23]([CH3:32])[c:24]2[c:25]([s:26]1)[cH:27][cH:28][c:29]([CH3:31])[cH:30]2.[H-:16].[NH2:1][c:2]1[c:3]([S:12](=[O:13])(=[O:14])[CH3:15])[cH:4][c:5]([C:6](=[O:7])[O:8][CH3:9])[cH:10][cH:11]1.[Na+:17]>>[NH:1]([c:2]1[c:3]([S:12](=[O:13])(=[O:14])[CH3:15])[cH:4][c:5]([C:6](=[O:7])[O:8][CH3:9])[cH:10][cH:11]1)[S:19](=[O:20])(=[O:21])[c:22]1[c:23]([CH3:32])[c:24]2[c:25]([s:26]1)[cH:27][cH:28][c:29]([CH3:31])[cH:30]2. Starting materials: CC(C)(C)OC(=O)NC1C(=O)N2C(C(=O)OC(C)(C)C)=C(O)CCC12, CCN(C(C)C)C(C)C, ClCCl, O=S(=O)(OS(=O)(=O)C(F)(F)F)C(F)(F)F, [Na+], O=C([O-])O. The product is CC(C)(C)OC(=O)NC1C(=O)N2C(C(=O)OC(C)(C)C)=C(OS(=O)(=O)C(F)(F)F)CCC12. Reaction SMILES: [C:16]([CH3:17])([CH3:18])([CH3:19])[O:20][C:21](=[O:22])[C:23]1=[C:30]([OH:31])[CH2:29][CH2:28][CH:27]2[N:24]1[C:25](=[O:40])[CH:26]2[NH:32][C:33](=[O:34])[O:35][C:36]([CH3:37])([CH3:38])[CH3:39].[CH:41]([N:42]([CH2:43][CH3:44])[CH:45]([CH3:46])[CH3:47])([CH3:48])[CH3:49].[Cl:55][CH2:56][Cl:57].[F:1][C:2]([F:3])([F:4])[S:5](=[O:6])(=[O:7])[O:8][S:9]([C:10]([F:11])([F:12])[F:13])(=[O:14])=[O:15].[Na+:54].[O-:50][C:51]([OH:52])=[O:53]>>[F:1][C:2]([F:3])([F:4])[S:5](=[O:6])(=[O:7])[O:8][C:30]1=[C:23]([C:21]([O:20][C:16]([CH3:17])([CH3:18])[CH3:19])=[O:22])[N:24]2[C:25](=[O:40])[CH:26]([NH:32][C:33](=[O:34])[O:35][C:36]([CH3:37])([CH3:38])[CH3:39])[CH:27]2[CH2:28][CH2:29]1. The reactants are O=C([O-])[O-], CN(C)C=O, CCOC(C)=O, [Cs+], [Cs+], Cc1nc(O)c(Cc2ccc(-c3ccccc3C#N)cc2)c(=O)[nH]1, CCOS(=O)(=O)OCC. Yields the product CCOc1nc(C)[nH]c(=O)c1Cc1ccc(-c2ccccc2C#N)cc1. RXN SMILES: [C:25](=[O:26])([O-:27])[O-:28].[CH3:40][N:41]([CH3:42])[CH:43]=[O:44].[CH3:45][CH2:46][O:47][C:48](=[O:49])[CH3:50].[Cs+:29].[Cs+:30].[OH:1][c:2]1[n:3][c:4]([CH3:24])[nH:5][c:6](=[O:23])[c:7]1[CH2:8][c:9]1[cH:10][cH:11][c:12](-[c:15]2[c:16]([C:21]#[N:22])[cH:17][cH:18][cH:19][cH:20]2)[cH:13][cH:14]1.[S:31]([O:32][CH2:33][CH3:34])([O:37][CH2:35][CH3:36])(=[O:38])=[O:39]>>[O:1]([c:2]1[n:3][c:4]([CH3:24])[nH:5][c:6](=[O:23])[c:7]1[CH2:8][c:9]1[cH:10][cH:11][c:12](-[c:15]2[c:16]([C:21]#[N:22])[cH:17][cH:18][cH:19][cH:20]2)[cH:13][cH:14]1)[CH2:35][CH3:36]. The product is ClC=1C=C(CNC(=NC(=O)C=2C(=NOC2C)C2=CC=C(C=C2)OC)N)C=C(C1)\C=C\COC (N-((3-chloro-5-((E)-3-methoxyprop-1-enyl)benzylamino)(amino)methylene)-3-(4-methoxyphenyl)-5-methylisoxazole-4-carboxamide). Procedure details: A mixture of N-((3-Bromo-5-chlorobenzylamino)(amino)methylene)-3-(4-methoxyphenyl)-5-methylisoxazole-4-carboxamide TFA salt (˜10-15 mg) (Prepared by analogy to Example 1), (E)-2-(3-methoxypropenyl)-4,4,5,5,-tetramethyl-(1,3,2)-dioxaborolane (20 mg), tetrakis-(triphenylphosphine)-palladium (5 mg) and aqueous tripotassium phosphate (2M, 100 μl) in DMF (1 mL) was heated at 85° C. under nitrogen overnight. Product was obtained by HPLC purification. 1H NMR (CD3OD): δ 2.69 (s, 3H), 3.40 (s, 3H), 3.86(... Run at temperature 85 celsius. Reaction SMILES: OC(C(F)(F)F)=O.Br[C:9]1[CH:10]=[C:11]([CH:33]=[C:34]([Cl:36])[CH:35]=1)[CH2:12][NH:13][C:14]([NH2:32])=[N:15][C:16]([C:18]1[C:19]([C:24]2[CH:29]=[CH:28][C:27]([O:30][CH3:31])=[CH:26][CH:25]=2)=[N:20][O:21][C:22]=1[CH3:23])=[O:17].[CH3:37][O:38][CH2:39]/[CH:40]=[CH:41]/B1OC(C)(C)C(C)(C)O1.P([O-])([O-])([O-])=O.[K+].[K+].[K+]>CN(C=O)C.[Pd].C1(P(C2C=CC=CC=2)C2C=CC=CC=2)C=CC=CC=1.C1(P(C2C=CC=CC=2)C2C=CC=CC=2)C=CC=CC=1.C1(P(C2C=CC=CC=2)C2C=CC=CC=2)C=CC=CC=1.C1(P(C2C=CC=CC=2)C2C=CC=CC=2)C=CC=CC=1>[Cl:36][C:34]1[CH:33]=[C:11]([CH:10]=[C:9](/[CH:41]=[CH:40]/[CH2:39][O:38][CH3:37])[CH:35]=1)[CH2:12][NH:13][C:14]([NH2:32])=[N:15][C:16]([C:18]1[C:19]([C:24]2[CH:29]=[CH:28][C:27]([O:30][CH3:31])=[CH:26][CH:25]=2)=[N:20][O:21][C:22]=1[CH3:23])=[O:17] |f:0.1,3.4.5.6,8.9.10.11.12|. Run in CN(C)C=O (DMF). Reactants: OC(=O)C(F)(F)F.BrC=1C=C(CNC(=NC(=O)C=2C(=NOC2C)C2=CC=C(C=C2)OC)N)C=C(C1)Cl (N-((3-Bromo-5-chlorobenzylamino)(amino)methylene)-3-(4-methoxyphenyl)-5-methylisoxazole-4-carboxamide TFA salt), COC/C=C/B1OC(C(O1)(C)C)(C)C ((E)-2-(3-methoxypropenyl)-4,4,5,5,-tetramethyl-(1,3,2)-dioxaborolane), P(=O)([O-])([O-])[O-].[K+].[K+].[K+] (tripotassium phosphate). The reagents and catalysts are [Pd].C1(=CC=CC=C1)P(C1=CC=CC=C1)C1=CC=CC=C1.C1(=CC=CC=C1)P(C1=CC=CC=C1)C1=CC=CC=C1.C1(=CC=CC=C1)P(C1=CC=CC=C1)C1=CC=CC=C1.C1(=CC=CC=C1)P(C1=CC=CC=C1)C1=CC=CC=C1 (tetrakis-(triphenylphosphine)-palladium). RXN SMILES: Cl[C:2]1[N:3]=[C:4]([N:13]2[CH2:18][CH2:17][O:16][CH2:15][CH2:14]2)[C:5]2[S:10][C:9]([CH2:11][NH2:12])=[CH:8][C:6]=2[N:7]=1.[C:19](Cl)(=[O:21])[CH3:20].CC1(C)C(C)(C)OB([C:31]2[CH:39]=[CH:38][CH:37]=[C:36]3[C:32]=2[CH:33]=[N:34][NH:35]3)O1>>[NH:35]1[C:36]2[C:32](=[C:31]([C:2]3[N:3]=[C:4]([N:13]4[CH2:18][CH2:17][O:16][CH2:15][CH2:14]4)[C:5]4[S:10][C:9]([CH2:11][NH:12][C:19](=[O:21])[CH3:20])=[CH:8][C:6]=4[N:7]=3)[CH:39]=[CH:38][CH:37]=2)[CH:33]=[N:34]1. Procedure: (2-Chloro-4-morpholinothieno[3,2-d]pyrimidin-6-yl)methanamine 27 was acylated with acetylchloride following General Procedure K and then reacted with 4-(4,4,5,5-tetramethyl-1,3,2-dioxaborolan-2-yl)-1H-indazole 7 (34 mg) following General Procedure A to give 289. MS (Q1) 409 (M)+ Product: N1N=CC2=C(C=CC=C12)C=1N=C(C2=C(N1)C=C(S2)CNC(C)=O)N2CCOCC2 (N-((2-(1H-indazol-4-yl)-4-morpholinothieno[3,2-d]pyrimidin-6-yl)methyl)acetamide). Reactants: ClC=1N=C(C2=C(N1)C=C(S2)CN)N2CCOCC2 ((2-Chloro-4-morpholinothieno[3,2-d]pyrimidin-6-yl)methanamine), C(C)(=O)Cl (acetylchloride), CC1(OB(OC1(C)C)C1=C2C=NNC2=CC=C1)C (4-(4,4,5,5-tetramethyl-[1,3,2]dioxaborolan-2-yl)-1H-indazole). The reactants are ClC=1C=C(C=CC1C1CCCCC1)C(CO)O (1-(3-chloro-4-cyclohexylphenyl)-1,2-ethanediol), I(=O)(=O)(=O)O (periodic acid). The solvent is O1CCCC1 (tetrahydrofuran), CCOCC (ether). Conditions: time 8 hour. Yields the product ClC=1C=C(C=O)C=CC1C1CCCCC1 (3-chloro-4-cyclohexylbenzaldehyde). Reaction SMILES: [Cl:1][C:2]1[CH:3]=[C:4]([CH:14]([OH:17])CO)[CH:5]=[CH:6][C:7]=1[CH:8]1[CH2:13][CH2:12][CH2:11][CH2:10][CH2:9]1.I(O)(=O)(=O)=O>O1CCCC1.CCOCC>[Cl:1][C:2]1[CH:3]=[C:4]([CH:5]=[CH:6][C:7]=1[CH:8]1[CH2:9][CH2:10][CH2:11][CH2:12][CH2:13]1)[CH:14]=[O:17]. Procedure: To 115 g. of 1-(3-chloro-4-cyclohexylphenyl)-1,2-ethanediol in tetrahydrofuran (800 ml.) is added a solution of periodic acid (102 g.) in ether (750 ml.). The reaction mixture is stirred under nitrogen overnight. The reaction mixture is filtered and the filtrate is washed with water (3×200 ml) and placed over sodium sulfate. Removal of solvent gives a liquid residue which is then distilled to give 3-chloro-4-cyclohexylbenzaldehyde. Starting materials: C(C)(=O)O (Acetic acid), N1CCOCC1 (morpholine), C(C)(=O)O[BH-](OC(C)=O)OC(C)=O.[Na+] (sodium triacetoxyborohydride), CC(C)S(=O)(=O)C=1C=C2C(=C(C(=NC2=CC1)C1=CC(=CC=C1)C(F)(F)F)CN1CC(C(CC1)=O)C)C(=O)N[C@@H](C(F)(F)F)C1=CC=CC=C1 (6-[(1-methylethyl)sulfonyl]-3-[(3-methyl-4-oxo-1-piperidinyl)methyl]-2-[3-(trifluoromethyl)phenyl]-N-[(1R)-2,2,2-trifluoro-1-phenylethyl]-4-quinolinecarboxamide). The solvent is ClCCl (dichloromethane), O (water), C(Cl)Cl (methylene chloride). Conditions: time 3 day. Product: CC(C)S(=O)(=O)C=1C=C2C(=C(C(=NC2=CC1)C1=CC(=CC=C1)C(F)(F)F)CN1CC(C(CC1)N1CCOCC1)C)C(=O)N[C@@H](C(F)(F)F)C1=CC=CC=C1 (6-[(1-methylethyl)sulfonyl]-3-{[3-methyl-4-(4-morpholinyl)-1-piperidinyl]methyl}-2-[3-(trifluoromethyl)phenyl]-N-[(1R)-2,2,2-trifluoro-1-phenylethyl]-4-quinolinecarboxamide). Yield: 45.6%. RXN SMILES: C(O)(=O)C.[NH:5]1[CH2:10][CH2:9][O:8][CH2:7][CH2:6]1.C(O[BH-](OC(=O)C)OC(=O)C)(=O)C.[Na+].[CH3:25][CH:26]([S:28]([C:31]1[CH:32]=[C:33]2[C:38](=[CH:39][CH:40]=1)[N:37]=[C:36]([C:41]1[CH:46]=[CH:45][CH:44]=[C:43]([C:47]([F:50])([F:49])[F:48])[CH:42]=1)[C:35]([CH2:51][N:52]1[CH2:57][CH2:56][C:55](=O)[CH:54]([CH3:59])[CH2:53]1)=[C:34]2[C:60]([NH:62][C@H:63]([C:68]1[CH:73]=[CH:72][CH:71]=[CH:70][CH:69]=1)[C:64]([F:67])([F:66])[F:65])=[O:61])(=[O:30])=[O:29])[CH3:27]>ClCCl.O>[CH3:27][CH:26]([S:28]([C:31]1[CH:32]=[C:33]2[C:38](=[CH:39][CH:40]=1)[N:37]=[C:36]([C:41]1[CH:46]=[CH:45][CH:44]=[C:43]([C:47]([F:50])([F:49])[F:48])[CH:42]=1)[C:35]([CH2:51][N:52]1[CH2:57][CH2:56][CH:55]([N:5]3[CH2:10][CH2:9][O:8][CH2:7][CH2:6]3)[CH:54]([CH3:59])[CH2:53]1)=[C:34]2[C:60]([NH:62][C@H:63]([C:68]1[CH:69]=[CH:70][CH:71]=[CH:72][CH:73]=1)[C:64]([F:67])([F:65])[F:66])=[O:61])(=[O:29])=[O:30])[CH3:25] |f:2.3|. Procedure details: Acetic acid (9.73 μL, 0.170 mmol), morpholine (0.030 g, 0.340 mmol), and sodium triacetoxyborohydride (0.048 g, 0.227 mmol) were added to a suspension of 6-[(1-methylethyl)sulfonyl]-3-[(3-methyl-4-oxo-1-piperidinyl)methyl]-2-[3-(trifluoromethyl)phenyl]-N-[(1R)-2,2,2-trifluoro-1-phenylethyl]-4-quinolinecarboxamide (0.080 g, 0.113 mmol) in dichloromethane (1.5 mL). The mixture was stirred at room temperature for 3 d. The solution was diluted with water (3 mL) and methylene chloride (5 mL) and pour...